From a dataset of the Open Reaction Database (ORD), a public repository of structured organic reaction records. describe an organic reaction: reactants, conditions, products, and yield As a reaction SMILES: [C:10]1(=[O:17])[CH2:11][CH2:12][CH2:13][CH2:14][CH2:15][NH:16]1.[C:24]([c:25]1[cH:26][cH:27][cH:28][cH:29][cH:30]1)(=[O:31])[Cl:32].[C:33](=[O:34])=[O:35].[CH3:37][c:38]1[cH:39][cH:40][cH:41][cH:42][cH:43]1.[CH:1]([N:2]([CH:3]([CH3:4])[CH3:5])[CH2:6][CH3:7])([CH3:8])[CH3:9].[Na+:18].[Na+:19].[O-:20][C:21](=[O:22])[O-:23].[OH2:36]>>[C:10]1(=[O:17])[CH2:11][CH2:12][CH2:13][CH2:14][CH2:15][N:16]1[C:24]([c:25]1[cH:26][cH:27][cH:28][cH:29][cH:30]1)=[O:31]. Reactants: O=C1CCCCCN1, O=C(Cl)c1ccccc1, O=C=O, Cc1ccccc1, CCN(C(C)C)C(C)C, [Na+], [Na+], O=C([O-])[O-], O. The product is O=C1CCCCCN1C(=O)c1ccccc1. Reactants: Cl (Hydrogen chloride), solution, BrC=1C(=NN(C1CC(C)(C)NC(OC(C)(C)C)=O)CC)C#N (tert-butyl 2-(4-bromo-3-cyano-1-ethyl-1H-pyrazol-5-yl)-1,1-dimethylethylcarbamate). The solvent is C(C)O (ethanol), C(C)O (ethanol). Conditions: time 2 day. Product: NC(CC1=C(C(=NN1CC)C#N)Br)(C)C (5-(2-amino-2-methylpropyl)-4-bromo-1-ethyl-1H-pyrazole-3-carbonitrile). Isolated yield 100.8%. Reaction SMILES: Cl.[Br:2][C:3]1[C:4]([C:22]#[N:23])=[N:5][N:6]([CH2:20][CH3:21])[C:7]=1[CH2:8][C:9]([NH:12]C(=O)OC(C)(C)C)([CH3:11])[CH3:10]>C(O)C>[NH2:12][C:9]([CH3:10])([CH3:11])[CH2:8][C:7]1[N:6]([CH2:20][CH3:21])[N:5]=[C:4]([C:22]#[N:23])[C:3]=1[Br:2]. Reported procedure: Hydrogen chloride (21 mL of a 3.6 M solution in ethanol) was added to a solution of tert-butyl 2-(4-bromo-3-cyano-1-ethyl-1H-pyrazol-5-yl)-1,1-dimethylethylcarbamate (5.6 g, 15 mmol), prepared in Example 1244, in ethanol (75 mL), and the reaction was stirred at room temperature for two days and concentrated under reduced pressure. The residue was suspended in water (50 mL), and aqueous sodium hydroxide (50% w/w) was added to adjust the mixture to pH 12. The basic mixture was extracted with dichl... Reactants: N1=CNC2=C1C=CC(=C2)N (benzimidazol-5-amine), FC1=C(CBr)C(=C(C(=C1F)C)F)F (2,3,5,6-tetrafluoro-4-methylbenzylbromide), C(=O)([O-])[O-].[K+].[K+] (K2CO3). The product is FC1=C(CNC2=CC3=C(NC=N3)C=C2)C(=C(C(=C1F)C)F)F (N-(2,3,5,6-Tetrafluoro-4-methylbenzyl)-1H-benzo[d]imidazol-5-amine). Reaction SMILES: [N:1]1[C:5]2[CH:6]=[CH:7][C:8]([NH2:10])=[CH:9][C:4]=2[NH:3][CH:2]=1.[F:11][C:12]1[C:19]([F:20])=[C:18]([CH3:21])[C:17]([F:22])=[C:16]([F:23])[C:13]=1[CH2:14]Br.C([O-])([O-])=O.[K+].[K+]>>[F:11][C:12]1[C:19]([F:20])=[C:18]([CH3:21])[C:17]([F:22])=[C:16]([F:23])[C:13]=1[CH2:14][NH:10][C:8]1[CH:7]=[CH:6][C:5]2[NH:1][CH:2]=[N:3][C:4]=2[CH:9]=1 |f:2.3.4|. Reported procedure: The compound was synthesized starting from benzimidazol-5-amine (133 mg; 1 mmol; 1 eq.), 2,3,5,6-tetrafluoro-4-methylbenzylbromide (566 mg; 2.2 mmol; 2.2 eq.) and K2CO3 (304 mg; 2.2 mmol; 2.2 eq.) according to method 5. Yield: 0.034 g (11.0%); MS m/z: 310.2 [M+H]+; 1H-NMR (500 MHz, DMSO d6): δ 2.20 (t, 3H, 3J(H,F)=1.9 Hz); 4.35 (d, 2H); 5.85 (br s, 1H); 6.60 (dd, 1H, 4J=1.8 Hz, 3J=8.5 Hz); 6.69 (br s, 1H); 7.28 (d, 1H, 3J=8.5 Hz); 7.87 (s, 1H); 11.95 (br s, 1H); HPLC (METHOD [A]): rt 13.04 min (...